From a dataset of the Open Reaction Database (ORD), a public repository of structured organic reaction records. describe an organic reaction: reactants, conditions, products, and yield The reactants are C1(CC1)C(C1=NOC(=N1)C)NC(=O)C1=NC(=C(C=C1)C1CC1)OCC1CCOCC1 (5-cyclopropyl-6-(tetrahydro-pyran-4-ylmethoxy)-pyridine-2-carboxylic acid [cyclopropyl-(5-methyl-[1,2,4]oxadiazol-3-yl)-methyl]-amide), CI (methyl iodide), [H-].[Na+] (sodium hydride). Yields the product C1(CC1)C(C1=NOC(=N1)C)N(C(=O)C1=NC(=C(C=C1)C1CC1)OCC1CCOCC1)C (5-Cyclopropyl-6-(tetrahydro-pyran-4-ylmethoxy)-pyridine-2-carboxylic acid [cyclopropyl-(5-methyl-[1,2,4]oxadiazol-3-yl)-methyl]-methyl-amide). As a reaction SMILES: [CH:1]1([CH:4]([NH:11][C:12]([C:14]2[CH:19]=[CH:18][C:17]([CH:20]3[CH2:22][CH2:21]3)=[C:16]([O:23][CH2:24][CH:25]3[CH2:30][CH2:29][O:28][CH2:27][CH2:26]3)[N:15]=2)=[O:13])[C:5]2[N:9]=[C:8]([CH3:10])[O:7][N:6]=2)[CH2:3][CH2:2]1.[CH3:31]I.[H-].[Na+]>>[CH:1]1([CH:4]([N:11]([CH3:31])[C:12]([C:14]2[CH:19]=[CH:18][C:17]([CH:20]3[CH2:22][CH2:21]3)=[C:16]([O:23][CH2:24][CH:25]3[CH2:26][CH2:27][O:28][CH2:29][CH2:30]3)[N:15]=2)=[O:13])[C:5]2[N:9]=[C:8]([CH3:10])[O:7][N:6]=2)[CH2:3][CH2:2]1 |f:2.3|. Reported procedure: In analogy to the procure described in Example 16 b), 5-cyclopropyl-6-(tetrahydro-pyran-4-ylmethoxy)-pyridine-2-carboxylic acid [cyclopropyl-(5-methyl-[1,2,4]oxadiazol-3-yl)-methyl]-amide was reacted with methyl iodide (CAN 74-88-4) in the presence of sodium hydride to give the title compound as colorless oil; MS (EI): m/e=427.2 [MH]+.